From a dataset of the Open Reaction Database (ORD), a public repository of structured organic reaction records. describe an organic reaction: reactants, conditions, products, and yield Starting materials: FC(F)(F)COc1ccc(OCc2ccccc2)cc1, CO, [Pd]. The product is Oc1ccc(OCC(F)(F)F)cc1. RXN SMILES: [CH2:1]([c:2]1[cH:3][cH:4][cH:5][cH:6][cH:7]1)[O:8][c:9]1[cH:10][cH:11][c:12]([O:15][CH2:16][C:17]([F:18])([F:19])[F:20])[cH:13][cH:14]1.[CH3:21][OH:22].[Pd:23]>>[OH:8][c:9]1[cH:10][cH:11][c:12]([O:15][CH2:16][C:17]([F:18])([F:19])[F:20])[cH:13][cH:14]1. Starting materials: N[C@@H](CC(O)=O)C(=O)O (Asp), N[C@@H](CS)C(=O)O (Cys), N[C@@H](C)C(=O)O (Ala), N[C@@H](CC(C)C)C(=O)O (Leu), N[C@@H](CC1=CC=CC=C1)C(=O)O (Phe), N[C@@H]([C@@H](C)CC)C(=O)O (Ile), N[C@@H](CCC(O)=O)C(=O)O (Glu), NCC(=O)O (Gly), N[C@@H](CCSC)C(=O)O (Met). Product: N[C@@H](CCCNC(N)=N)C(=O)O (Arg). Reaction SMILES: [NH2:1][C@H:2]([C:7]([OH:9])=[O:8])[CH2:3][C:4](=O)O.[NH2:10][C@H:11](C(O)=O)CCC(=O)O.[NH2:20][CH2:21]C(O)=O.[NH2:25][C@H](C(O)=O)C.N[C@H](C(O)=O)CS.N[C@H](C(O)=O)CCSC.N[C@H](C(O)=O)[C@H](CC)C.N[C@H](C(O)=O)CC(C)C.N[C@H](C(O)=O)CC1C=CC=CC=1>>[NH2:1][C@H:2]([C:7]([OH:9])=[O:8])[CH2:3][CH2:4][CH2:21][NH:20][C:11](=[NH:10])[NH2:25]. Procedure details: 1.04×3, Asp:1.00×2, Ser:0.90×2, Glu:0.97, Gly:1.00×5, Ala:1.00, Cys:0.87×2, Met:0.86, Ile:0.95, Leu:0.97, Phe:1.00×2 The reactants are C1(CC1)C1=NOC(=N1)C1CN(CC(C1)C1=CC=C(C=C1)C(F)(F)F)C(=O)OC1=CC=C(C=C1)[N+](=O)[O-] (4-Nitrophenyl 3-(3-cyclopropyl-1,2,4-oxadiazol-5-yl)-5-[4-(trifluoromethyl)phenyl]piperidine-1-carboxylate), N1CC(CC1)O (3-pyrrolidinol). Product: C1(CC1)C1=NOC(=N1)C1CN(CC(C1)C1=CC=C(C=C1)C(F)(F)F)C(=O)N1CC(CC1)O ({3-(3-Cyclopropyl-1,2,4-oxadiazol-5-yl)-5-[4-(trifluoromethyl)phenyl]piperidin-1-yl}(3-hydroxy-pyrrolidin-1-yl)methanone). Reaction SMILES: [CH:1]1([C:4]2[N:8]=[C:7]([CH:9]3[CH2:14][CH:13]([C:15]4[CH:20]=[CH:19][C:18]([C:21]([F:24])([F:23])[F:22])=[CH:17][CH:16]=4)[CH2:12][N:11]([C:25](OC4C=CC([N+]([O-])=O)=CC=4)=[O:26])[CH2:10]3)[O:6][N:5]=2)[CH2:3][CH2:2]1.[NH:37]1[CH2:41][CH2:40][CH:39]([OH:42])[CH2:38]1>>[CH:1]1([C:4]2[N:8]=[C:7]([CH:9]3[CH2:14][CH:13]([C:15]4[CH:20]=[CH:19][C:18]([C:21]([F:23])([F:24])[F:22])=[CH:17][CH:16]=4)[CH2:12][N:11]([C:25]([N:37]4[CH2:41][CH2:40][CH:39]([OH:42])[CH2:38]4)=[O:26])[CH2:10]3)[O:6][N:5]=2)[CH2:2][CH2:3]1. Reported procedure: 100 mg (0.20 mmol) of the compound from Example 184A and 52 mg (0.6 mmol) of 3-pyrrolidinol were reacted according to the General Method 6. Yield: 50 mg (55% of theory) Starting materials: C(C)(C)[N-]C(C)C.[Li+] (Lithium diisopropylamide), C(C)=NC1CCCCC1 (N-ethylidenecyclohexanamine), O1CCCC1 (tetrahydrofuran), FC1=CC=C(C=C1)C(=C(C=O)C(C)(C)C)C1=CC=C(C=C1)F (3,3-bis(4-fluorophenyl)-2-(1,1-dimethylethyl)propenal). Reaction conditions: temperature -50 celsius, time 30 minute. The product is FC1=CC=C(C=C1)C(=C(C=CC=O)C(C)(C)C)C1=CC=C(C=C1)F (5,5-Bis(4-fluorophenyl)-4-(1,1-dimethylethyl)-2,4-pentadienal). As a reaction SMILES: C([N-]C(C)C)(C)C.[Li+].C(=NC1CCCCC1)C.[F:18][C:19]1[CH:24]=[CH:23][C:22]([C:25]([C:33]2[CH:38]=[CH:37][C:36]([F:39])=[CH:35][CH:34]=2)=[C:26]([C:29]([CH3:32])([CH3:31])[CH3:30])C=O)=[CH:21][CH:20]=1.[O:40]1C[CH2:43][CH2:42][CH2:41]1>>[F:18][C:19]1[CH:24]=[CH:23][C:22]([C:25]([C:33]2[CH:34]=[CH:35][C:36]([F:39])=[CH:37][CH:38]=2)=[C:26]([C:29]([CH3:31])([CH3:32])[CH3:30])[CH:43]=[CH:42][CH:41]=[O:40])=[CH:21][CH:20]=1 |f:0.1|. Reported procedure: Lithium diisopropylamide (5.4 mL of 1.84M solution, 10 mmol) was added to N-ethylidenecyclohexanamine (5 mL of 2M solution, 10 mmol) in tetrahydrofuran at -20° C. After stirring for 30 minutes and further cooling to -50° C., 3,3-bis(4-fluorophenyl)-2-(1,1-dimethylethyl)propenal (0.9 g, 3.0 mmol) was added and the solution stirred for 4 hours during which time the temperature was allowed to rise to -20° C. The solution was quenched with 2N hydrochloric acid and the mixture extracted with diethyl ... Starting materials: C(C)(C)C1=CC=C(C=C1)CC=1C(NNC1C(F)(F)F)=O (1,2-dihydro-4-[(4-isopropylphenyl)methyl]-5-trifluoromethyl-3H-pyrazol-3-one), C(C)(C)C1=CC=C(C=C1)CC=1C(=NNC1C(F)(F)F)O[C@H]1[C@H](OC(C)=O)[C@@H](OC(C)=O)[C@H](OC(C)=O)[C@H](O1)COC(C)=O (4-[(4-isopropylphenyl)methyl]-3-(2,3,4,6-tetra-O-acetyl-β-D-glucopyranosyloxy)-5-trifluoromethyl-1H-pyrazole). Product: C(C)(C)C1=CC=C(C=C1)CC=1C(=NNC1C(F)(F)F)O[C@H]1[C@H](OC(C)=O)[C@@H](OC(C)=O)[C@H](OC(C)=O)[C@H](O1)COC(C)=O (4-[(4-Isopropylphenyl)methyl]-3-(2,3,4,6-tetra-O-acetyl-β-D-glucopyranosyloxy)-5-trifluoromethyl-1H-pyrazole), [C@@H]1([C@H](O)[C@@H](O)[C@H](O)[C@H](O1)CO)OC1=NNC(=C1CC1=CC=C(C=C1)C(C)C)C(F)(F)F (3-(β-D-Glucopyranosyloxy)-4-[(4-isopropylphenyl)methyl]-5-trifluoromethyl-1H-pyrazole). Reaction SMILES: [CH:1]([C:4]1[CH:9]=[CH:8][C:7]([CH2:10][C:11]2[C:12](=[O:20])[NH:13][NH:14][C:15]=2[C:16]([F:19])([F:18])[F:17])=[CH:6][CH:5]=1)([CH3:3])[CH3:2].[CH:21]([C:24]1[CH:29]=[CH:28][C:27]([CH2:30][C:31]2[C:32]([O:40][C@@H:41]3[O:58][C@H:57]([CH2:59][O:60][C:61](=[O:63])[CH3:62])[C@@H:52]([O:53][C:54](=[O:56])[CH3:55])[C@H:47]([O:48][C:49](=[O:51])[CH3:50])[C@H:42]3[O:43][C:44](=[O:46])[CH3:45])=[N:33][NH:34][C:35]=2[C:36]([F:39])([F:38])[F:37])=[CH:26][CH:25]=1)([CH3:23])[CH3:22]>>[CH:21]([C:24]1[CH:29]=[CH:28][C:27]([CH2:30][C:31]2[C:32]([O:40][C@@H:41]3[O:58][C@H:57]([CH2:59][O:60][C:61](=[O:63])[CH3:62])[C@@H:52]([O:53][C:54](=[O:56])[CH3:55])[C@H:47]([O:48][C:49](=[O:51])[CH3:50])[C@H:42]3[O:43][C:44](=[O:46])[CH3:45])=[N:33][NH:34][C:35]=2[C:36]([F:39])([F:38])[F:37])=[CH:26][CH:25]=1)([CH3:23])[CH3:22].[C@@H:41]1([O:20][C:12]2[C:11]([CH2:10][C:7]3[CH:8]=[CH:9][C:4]([CH:1]([CH3:3])[CH3:2])=[CH:5][CH:6]=3)=[C:15]([C:16]([F:17])([F:19])[F:18])[NH:14][N:13]=2)[O:58][C@H:57]([CH2:59][OH:60])[C@@H:52]([OH:53])[C@H:47]([OH:48])[C@H:42]1[OH:43]. Procedure details: 4-[(4-Isopropylphenyl)methyl]-3-(2,3,4,6-tetra-O-acetyl-β-D-glucopyranosyloxy)-5-trifluoromethyl-1H-pyrazole was prepared in a similar manner to that described in Reference Example 28 using 1,2-dihydro-4-[(4-isopropylphenyl)methyl]-5-trifluoromethyl-3H-pyrazol-3-one instead of 1,2-dihydro-4-[(4-methylthiophenyl)methyl]-5-trifluoromethyl-3H-pyrazol-3-one. Then, the title compound was prepared in a similar manner to that described in Reference Example 37 using 4-[(4-isopropylphenyl)methyl]-3-(2,3,...